This data is from the Open Reaction Database (ORD), a public repository of structured organic reaction records. The task is: describe an organic reaction: reactants, conditions, products, and yield Starting materials: C(C)(=O)OCCCBr (3-bromopropyl acetate), C([O-])([O-])=O.[K+].[K+] (potassium carbonate), [Si](C1=CC=CC=C1)(C1=CC=CC=C1)(C(C)(C)C)OCC1CCNCC1 (4-({[tert-Butyl(diphenyl)silyl]oxy}methyl)piperidine). Run in C(C)#N (acetonitrile). Conditions: time 8 hour. The product is C(C)(=O)OCCCN1CCC(CC1)CO[Si](C1=CC=CC=C1)(C1=CC=CC=C1)C(C)(C)C (3-[4-({[tert-Butyl(diphenyl)silyl]oxy}methyl)piperidin-1-yl]propyl acetate). Reaction SMILES: [Si:1]([O:18][CH2:19][CH:20]1[CH2:25][CH2:24][NH:23][CH2:22][CH2:21]1)([C:14]([CH3:17])([CH3:16])[CH3:15])([C:8]1[CH:13]=[CH:12][CH:11]=[CH:10][CH:9]=1)[C:2]1[CH:7]=[CH:6][CH:5]=[CH:4][CH:3]=1.[C:26]([O:29][CH2:30][CH2:31][CH2:32]Br)(=[O:28])[CH3:27].C(=O)([O-])[O-].[K+].[K+]>C(#N)C>[C:26]([O:29][CH2:30][CH2:31][CH2:32][N:23]1[CH2:24][CH2:25][CH:20]([CH2:19][O:18][Si:1]([C:14]([CH3:17])([CH3:15])[CH3:16])([C:2]2[CH:3]=[CH:4][CH:5]=[CH:6][CH:7]=2)[C:8]2[CH:13]=[CH:12][CH:11]=[CH:10][CH:9]=2)[CH2:21][CH2:22]1)(=[O:28])[CH3:27] |f:2.3.4|. Reported procedure: 5.00 g (12.44 mmol) of the compound from Example 20A are dissolved in 57 ml of acetonitrile, and 4.51 g (24.89 mmol) of 3-bromopropyl acetate and 3.44 g (24.89 mmol) of potassium carbonate are added. The reaction mixture is stirred at +80° C. for 8 h. After filtration, the solvent is removed on a rotary evaporator. The residue is taken up in 50 ml of ethyl acetate and washed in each case once with 10 ml of water and 10 ml of saturated aqueous sodium bicarbonate solution. The organic phase is dri... Reactants: [H-].[Na+] (Sodium hydride), CN(C=O)C (dimethylformamide), 2-metyylenepropane-1,3-diol, ClCCCCCCOC(C1=CC=CC=C1)(C1=CC=CC=C1)C1=CC=CC=C1 (1-chloro-6-(triphenylmethoxy)hexane). Run in O (water). Conditions: temperature 85 celsius, time 1 hour. Product: C1(=CC=CC=C1)C(OCCCCCCOCC(CO)=C)(C1=CC=CC=C1)C1=CC=CC=C1 (3-[6-(Triphenylmethoxy)hexyloxy]-2-methylenepropan-1-ol). As a reaction SMILES: [H-].[Na+].CN(C)[CH:5]=[O:6].Cl[CH2:9][CH2:10][CH2:11][CH2:12][CH2:13][CH2:14][O:15][C:16]([C:29]1[CH:34]=[CH:33][CH:32]=[CH:31][CH:30]=1)([C:23]1[CH:28]=[CH:27][CH:26]=[CH:25][CH:24]=1)[C:17]1[CH:22]=[CH:21][CH:20]=[CH:19][CH:18]=1>O>[C:17]1([C:16]([C:29]2[CH:34]=[CH:33][CH:32]=[CH:31][CH:30]=2)([C:23]2[CH:28]=[CH:27][CH:26]=[CH:25][CH:24]=2)[O:15][CH2:14][CH2:13][CH2:12][CH2:11][CH2:10][CH2:9][O:15][CH2:14][C:13](=[CH2:12])[CH2:5][OH:6])[CH:22]=[CH:21][CH:20]=[CH:19][CH:18]=1 |f:0.1|. Reported procedure: Sodium hydride (from 55-60% oil dispersion (0.52 g) washed with pentane (3×3 ml)), dry dimethylformamide (20 ml), and 2-metyylenepropane-1,3-diol (1.0 g) were mixed. After 1 hour when H2 -evolution had ceased 1-chloro-6-(triphenylmethoxy)hexane (4.2 g) was added, and the mixture was stirred for 3 hours at 85° C. After cooling water (20 ml) was carefully added, and the mixture was extracted with ether (2×100 ml). The ether extracts were washed with water (100 ml), dried over magnesium sulfate and... Starting materials: II (iodine), COC1=CC=C(CC2=NNC=N2)C=C1 (3-(4-methoxybenzyl)-1H-1,2,4-triazole). The reagents and catalysts are S(=O)(=O)([O-])[O-].[Ag+2] (silver sulfate), S(=O)(=O)([O-])[O-].[Ag+2] (silver sulfate). Solvent: CO (MeOH). Conditions: time 3 day. The product is IC=1C=C(CC2=NNC=N2)C=CC1OC (3-(3-iodo-4-methoxybenzyl)-1H-1,2,4-triazole), starting material. Isolated yield 20.0%. RXN SMILES: [CH3:1][O:2][C:3]1[CH:14]=[CH:13][C:6]([CH2:7][C:8]2[N:12]=[CH:11][NH:10][N:9]=2)=[CH:5][CH:4]=1.[I:15]I>CO.S([O-])([O-])(=O)=O.[Ag+2]>[I:15][C:14]1[CH:13]=[C:6]([CH:5]=[CH:4][C:3]=1[O:2][CH3:1])[CH2:7][C:8]1[N:12]=[CH:11][NH:10][N:9]=1 |f:3.4|. Procedure details: To a solution of 3-(4-methoxybenzyl)-1H-1,2,4-triazole (335 mg, 1.770 mmol) in MeOH (5 ml) under nitrogen at RT was added silver sulfate (552 mg, 1.770 mmol) followed by iodine (449 mg, 1.770 mmol). Added a second equivalent of silver sulfate and stirred for 3 days. The reaction did not go to completion. The solids were filtered washing with MeOH, the filtrate was concentrated, and the residue was purified by flash column chromatography on silica gel, eluting with MeOH in DCM to afford the title... The reactants are O=C(CCCCCCCBr)OCc1ccco1, CC#N, O, O=C(O)c1cc(O)ccc1O. Yields the product O=C(CCCCCCCOC(=O)c1cc(O)ccc1O)OCc1ccco1. As a reaction SMILES: [Br:12][CH2:13][CH2:14][CH2:15][CH2:16][CH2:17][CH2:18][CH2:19][C:20](=[O:21])[O:22][CH2:23][c:24]1[o:25][cH:26][cH:27][cH:28]1.[CH3:29][C:30]#[N:31].[OH2:32].[OH:1][C:2](=[O:3])[c:4]1[cH:5][c:6]([OH:7])[cH:8][cH:9][c:10]1[OH:11]>>[O:1]([C:2](=[O:3])[c:4]1[cH:5][c:6]([OH:7])[cH:8][cH:9][c:10]1[OH:11])[CH2:13][CH2:14][CH2:15][CH2:16][CH2:17][CH2:18][CH2:19][C:20](=[O:21])[O:22][CH2:23][c:24]1[o:25][cH:26][cH:27][cH:28]1. The reactants are ClC1=CC(=C(C=C1)C=1OCC(N1)(C)C)OC (2-(4-chloro-2-methoxyphenyl)-4,4-dimethyloxazoline), [Cl-].[NH4+] (ammonium chloride), BrC1=CC=C(C=C1)C (4-bromotoluene), [Mg] (magnesium). Run in C1CCOC1 (THF), C1CCOC1 (THF). Conditions: time 2 hour. Yields the product ClC1=CC(=C(C=C1)C1=CC=C(C=C1)C)C=1OCC(N1)(C)C (2-(4-Chloro-4'-methylbiphenyl-2-yl)-4,4-dimethyloxazoline). As a reaction SMILES: Br[C:2]1[CH:7]=[CH:6][C:5]([CH3:8])=[CH:4][CH:3]=1.[Mg].Cl[C:11]1[CH:16]=[CH:15][C:14]([C:17]2[O:18][CH2:19][C:20]([CH3:23])([CH3:22])[N:21]=2)=[C:13](OC)[CH:12]=1.[Cl-:26].[NH4+]>C1COCC1>[Cl:26][C:16]1[CH:11]=[CH:12][C:13]([C:2]2[CH:7]=[CH:6][C:5]([CH3:8])=[CH:4][CH:3]=2)=[C:14]([C:17]2[O:18][CH2:19][C:20]([CH3:23])([CH3:22])[N:21]=2)[CH:15]=1 |f:3.4|. Procedure: A THF solution (450 ml) of 46.0 g of 4-bromotoluene was dropwise added to 6.38 g of magnesium in a nitrogen stream. After heating under reflux for 40 min, the reaction mixture was dropwise added at room temperature to a THF solution (260 ml) of 30 g of 2-(4-chloro-2-methoxyphenyl)-4,4-dimethyloxazoline. The mixture was stirred at room temperature for 2 hr and then cooled, and an aqueous ammonium chloride was added thereto. The mixture was extracted with ethyl acetate, and the extract was washed ... Starting materials: BrB(Br)Br, COc1cccc(CC#N)c1, ClCCl, [Na+], O=C([O-])O. Product: N#CCc1cccc(O)c1. RXN SMILES: [B:1]([Br:2])([Br:3])[Br:4].[CH3:5][O:6][c:7]1[cH:8][c:9]([CH2:13][C:14]#[N:15])[cH:10][cH:11][cH:12]1.[Cl:21][CH2:22][Cl:23].[Na+:20].[O-:16][C:17]([OH:18])=[O:19]>>[OH:6][c:7]1[cH:8][c:9]([CH2:13][C:14]#[N:15])[cH:10][cH:11][cH:12]1. The reactants are C(C1=CC=CC=C1)SC(CNC(=O)C=1NC2=C(C=C(C=C2C1)OCCOC)NS(=O)(=O)C1=NC=CC=C1)C(OC)OC (N-[2-(benzylthio)-3,3-dimethoxypropyl]-5-(2-methoxyethoxy)-7-[(pyridin-2-ylsulfonyl)amino]-1H-indole-2-carboxamide), resin, CC(=O)C (acetone). RXN SMILES: [CH2:1]([S:8][CH:9]([CH:38](OC)[O:39]C)[CH2:10][NH:11][C:12]([C:14]1[NH:15][C:16]2[C:21]([CH:22]=1)=[CH:20][C:19]([O:23][CH2:24][CH2:25][O:26][CH3:27])=[CH:18][C:17]=2[NH:28][S:29]([C:32]1[CH:37]=[CH:36][CH:35]=[CH:34][N:33]=1)(=[O:31])=[O:30])=[O:13])[C:2]1[CH:7]=[CH:6][CH:5]=[CH:4][CH:3]=1.CC(C)=O>O>[CH2:1]([S:8][CH:9]([CH:38]=[O:39])[CH2:10][NH:11][C:12]([C:14]1[NH:15][C:16]2[C:21]([CH:22]=1)=[CH:20][C:19]([O:23][CH2:24][CH2:25][O:26][CH3:27])=[CH:18][C:17]=2[NH:28][S:29]([C:32]1[CH:37]=[CH:36][CH:35]=[CH:34][N:33]=1)(=[O:30])=[O:31])=[O:13])[C:2]1[CH:7]=[CH:6][CH:5]=[CH:4][CH:3]=1. Yield: 75.3%. Product: C(C1=CC=CC=C1)SC(CNC(=O)C=1NC2=C(C=C(C=C2C1)OCCOC)NS(=O)(=O)C1=NC=CC=C1)C=O (N-[2-(benzylthio)-3-oxopropyl]-5-(2-methoxyethoxy)-7-[(pyridin-2-ylsulfonyl)amino]-1H-indole-2-carboxamide). Reaction conditions: time 15 hour. Run in O (water). Procedure: A mixture of N-[2-(benzylthio)-3,3-dimethoxypropyl]-5-(2-methoxyethoxy)-7-[(pyridin-2-ylsulfonyl)amino]-1H-indole-2-carboxamide (3.0 g), Amberlyst (registered trade mark) 15 ion exchange resin (600 mg), acetone (80 mL) and water (260 mg) was stirred at room temperature for 15 hr. The insoluble substance was removed by filtration, and the filtrate was concentrated. The residue was subjected to silica gel column chromatography, and eluted with hexane-ethyl acetate (2:3-1:9, volume ratio) to give t...